Dataset: the Open Reaction Database (ORD), a public repository of structured organic reaction records. Task: describe an organic reaction: reactants, conditions, products, and yield The reactants are ClC1=C(OC=2C(=NNC2C)O)C=C(C(=C1)F)N1C(N(C(=CC1=O)C(F)(F)F)C)=O (4-{2-chloro-4-fluoro-5-[3-methyl-2,6-dioxo-4-(trifluoromethyl)-1,2,3,6-tetrahydropyrimidin-1-yl]phenoxy}-3-hydroxy-5-methylpyrazole), C([C@@H](O)C)(=O)OC ((S)-(−)-methyl lactate), C1(=CC=CC=C1)P(C1=CC=CC=C1)C1=CC=CC=C1 (triphenylphosphine), solution, N(=NC(=O)OC(C)C)C(=O)OC(C)C (diisopropyl azodicarboxylate). Solvent: CCCCCC (n-hexane), C(C)(=O)OCC (ethyl acetate), C1(=CC=CC=C1)C (toluene). Conditions: time 3 hour. Yields the product COC(=O)[C@@H](C)OC1=NNC(=C1OC1=C(C=C(C(=C1)N1C(N(C(=CC1=O)C(F)(F)F)C)=O)F)Cl)C ((R)-3-{1-(methoxycarbonyl)ethoxy}-4-{2-chloro-4-fluoro-5-[3-methyl-2,6-dioxo-4-(trifluoromethyl)-1,2,3,6-tetrahydropyrimidin -1-yl]phenoxy}-5-methylpyrazole). The yield is 57.8%. Reaction SMILES: [Cl:1][C:2]1[CH:15]=[C:14]([F:16])[C:13]([N:17]2[C:22](=[O:23])[CH:21]=[C:20]([C:24]([F:27])([F:26])[F:25])[N:19]([CH3:28])[C:18]2=[O:29])=[CH:12][C:3]=1[O:4][C:5]1[C:6]([OH:11])=[N:7][NH:8][C:9]=1[CH3:10].[C:30]([O:35][CH3:36])(=[O:34])[C@H:31]([CH3:33])O.C1(P(C2C=CC=CC=2)C2C=CC=CC=2)C=CC=CC=1.N(C(OC(C)C)=O)=NC(OC(C)C)=O>C(OCC)(=O)C.C1(C)C=CC=CC=1.CCCCCC>[CH3:36][O:35][C:30]([C@H:31]([O:11][C:6]1[C:5]([O:4][C:3]2[CH:12]=[C:13]([N:17]3[C:22](=[O:23])[CH:21]=[C:20]([C:24]([F:26])([F:27])[F:25])[N:19]([CH3:28])[C:18]3=[O:29])[C:14]([F:16])=[CH:15][C:2]=2[Cl:1])=[C:9]([CH3:10])[NH:8][N:7]=1)[CH3:33])=[O:34]. Procedure: To a solution of 0.13 g of 4-{2-chloro-4-fluoro-5-[3-methyl-2,6-dioxo-4-(trifluoromethyl)-1,2,3,6-tetrahydropyrimidin-1-yl]phenoxy}-3-hydroxy-5-methylpyrazole in 2.0 ml of ethyl acetate were added 0.10 g of (S)-(−)-methyl lactate, 0.26 g of triphenylphosphine and 0.5 ml of a 40% solution of diisopropyl azodicarboxylate in toluene, and the mixture was stirred for 3 hours at room temperature. 6 ml of n-hexane was poured into this reaction solution, and the precipitated insoluble substance was filt... Reactants: Br, C=CC(=O)OC, CO, O=N[O-], CC(=O)c1ccc(N)c(C)c1, [Na+], O. Product: COC(=O)C(Br)Cc1ccc(C(C)=O)cc1C. As a reaction SMILES: [BrH:12].[C:17]([CH:18]=[CH2:19])(=[O:20])[O:21][CH3:22].[CH3:23][OH:24].[N:13]([O-:14])=[O:15].[NH2:1][c:2]1[c:3]([CH3:11])[cH:4][c:5]([C:8]([CH3:9])=[O:10])[cH:6][cH:7]1.[Na+:16].[OH2:25]>>[c:2]1([CH2:19][CH:18]([Br:12])[C:17](=[O:20])[O:21][CH3:22])[c:3]([CH3:11])[cH:4][c:5]([C:8]([CH3:9])=[O:10])[cH:6][cH:7]1. Reactants: CC#N, CSc1nc(NCCO)cc(-c2cccc(C(F)(F)F)c2)n1, CCOC(C)=O, O. Product: CS(=O)(=O)c1nc(NCCO)cc(-c2cccc(C(F)(F)F)c2)n1. As a reaction SMILES: [C:24](#[N:25])[CH3:26].[CH3:1][S:2][c:3]1[n:4][c:5](-[c:13]2[cH:14][c:15]([C:19]([F:20])([F:21])[F:22])[cH:16][cH:17][cH:18]2)[cH:6][c:7]([NH:9][CH2:10][CH2:11][OH:12])[n:8]1.[CH3:27][CH2:28][O:29][C:30](=[O:31])[CH3:32].[OH2:23]>>[CH3:1][S:2]([c:3]1[n:4][c:5](-[c:13]2[cH:14][c:15]([C:19]([F:20])([F:21])[F:22])[cH:16][cH:17][cH:18]2)[cH:6][c:7]([NH:9][CH2:10][CH2:11][OH:12])[n:8]1)(=[O:23])=[O:29].